Dataset: the Open Reaction Database (ORD), a public repository of structured organic reaction records. Task: describe an organic reaction: reactants, conditions, products, and yield Reactants: C(C)(C)(C)OC([C@@H](N)CC1=C(C=CC=C1)I)=O.C(C1=CC=CC=C1)(C1=CC=CC=C1)=N (2-iodo-L-phenylalanine tert-butyl ester benzophenone imine), Cl (HCl), C(C1=CC=CC=C1)(=O)C1=CC=CC=C1 (benzophenone). Run at time 4 hour. Yields the product Cl.IC1=C(C[C@H](N)C(=O)O)C=CC=C1 (2-iodo-L-phenylalanine HCl). The yield is 94.0%. As a reaction SMILES: C([O:5][C:6](=[O:17])[C@H:7]([CH2:9][C:10]1[CH:15]=[CH:14][CH:13]=[CH:12][C:11]=1[I:16])[NH2:8])(C)(C)C.C(=N)(C1C=CC=CC=1)C1C=CC=CC=1.[ClH:32].C(C1C=CC=CC=1)(=O)C1C=CC=CC=1>>[ClH:32].[I:16][C:11]1[CH:12]=[CH:13][CH:14]=[CH:15][C:10]=1[CH2:9][C@@H:7]([C:6]([OH:17])=[O:5])[NH2:8] |f:0.1,4.5|. Reported procedure: A 500 mL round bottomed flask equipped with a reflux condenser and a magnetic stirrer was charged with 15.72 g of 2-iodo-L-phenylalanine tert-butyl ester-benzophenone imine (86% ee) and 165 mL of 6 N aqueous HCl. The mixture was heated at reflux with stirring for 4 h and cooled to RT to afford a mixture of white crystalline solid and an immicible organic phase (benzophenone). The mixture was partitioned between water (100 mL) and ethyl ether (70 mL). The aqueous phase was separated, washed with ...